From a dataset of the Open Reaction Database (ORD), a public repository of structured organic reaction records. describe an organic reaction: reactants, conditions, products, and yield Starting materials: BrC1=CC=C(C=C1)C1=C(C(=NO1)C)CSCCC1=CC=CC=C1 (5-(4-bromo-phenyl)-3-methyl-4-phenethylsulfanylmethyl-isoxazole), C(C)OC(C(C(C)C)C1=CC=C(C=C1)B1OC(C(O1)(C)C)(C)C)=O (3-methyl-2-[4-(4,4,5,5-tetramethyl-[1,3,2]dioxaborolan-2-yl)-phenyl]-butyric acid ethyl ester). The product is C(C)OC(C(C(C)C)C1=CC=C(C=C1)C1=CC=C(C=C1)C1=C(C(=NO1)C)CSCCC1=CC=CC=C1)=O (3-Methyl-2-[4′-(3-methyl-4-phenethylsulfanylmethyl-isoxazol-5-yl)-biphenyl-4-yl]-butyric acid ethyl ester). Reaction SMILES: Br[C:2]1[CH:7]=[CH:6][C:5]([C:8]2[O:12][N:11]=[C:10]([CH3:13])[C:9]=2[CH2:14][S:15][CH2:16][CH2:17][C:18]2[CH:23]=[CH:22][CH:21]=[CH:20][CH:19]=2)=[CH:4][CH:3]=1.[CH2:24]([O:26][C:27](=[O:47])[CH:28]([C:32]1[CH:37]=[CH:36][C:35](B2OC(C)(C)C(C)(C)O2)=[CH:34][CH:33]=1)[CH:29]([CH3:31])[CH3:30])[CH3:25]>>[CH2:24]([O:26][C:27](=[O:47])[CH:28]([C:32]1[CH:33]=[CH:34][C:35]([C:2]2[CH:7]=[CH:6][C:5]([C:8]3[O:12][N:11]=[C:10]([CH3:13])[C:9]=3[CH2:14][S:15][CH2:16][CH2:17][C:18]3[CH:23]=[CH:22][CH:21]=[CH:20][CH:19]=3)=[CH:4][CH:3]=2)=[CH:36][CH:37]=1)[CH:29]([CH3:31])[CH3:30])[CH3:25]. Procedure details: Prepared according to the procedure described in Example 1, Step 7, using 5-(4-bromo-phenyl)-3-methyl-4-phenethylsulfanylmethyl-isoxazole and 3-methyl-2-[4-(4,4,5,5-tetramethyl-[1,3,2]dioxaborolan-2-yl)-phenyl]-butyric acid ethyl ester. The reactants are C=CCn1c(N2CCN(C(=O)OC(C)(C)C)CC2)nc2c1c(=O)[nH]c(=O)n2C, ClCCl, O=C(O)C(F)(F)F. Yields the product C=CCn1c(N2CCNCC2)nc2c1c(=O)[nH]c(=O)n2C. Reaction SMILES: [C:8]([O:9][C:10](=[O:11])[N:15]1[CH2:16][CH2:17][N:18]([c:21]2[n:22][c:23]3[n:24]([CH3:35])[c:25](=[O:34])[nH:26][c:27](=[O:33])[c:28]3[n:29]2[CH2:30][CH:31]=[CH2:32])[CH2:19][CH2:20]1)([CH3:12])([CH3:13])[CH3:14].[CH2:36]([Cl:37])[Cl:38].[OH:1][C:2]([C:3]([F:4])([F:5])[F:6])=[O:7]>>[NH:15]1[CH2:16][CH2:17][N:18]([c:21]2[n:22][c:23]3[n:24]([CH3:35])[c:25](=[O:34])[nH:26][c:27](=[O:33])[c:28]3[n:29]2[CH2:30][CH:31]=[CH2:32])[CH2:19][CH2:20]1. Starting materials: BrC=1C=C2C=CC(=CC2=CC1)OCCCCCCO (6-(6-bromonaphthalen-2-yloxy)hexan-1-ol), O1C(CCCC1)OCCCCCCOC1=CC=C(C=C1)C#C (4-[6-(tetrahydropyran-2-yloxy)hexyloxy]phenyl acetylene). The reagents and catalysts are [Cu]I (copper(I) iodide), Cl[Pd]([P](C1=CC=CC=C1)(C2=CC=CC=C2)C3=CC=CC=C3)([P](C4=CC=CC=C4)(C5=CC=CC=C5)C6=CC=CC=C6)Cl (bis(triphenylphosphine)palladium dichloride), C1(=CC=CC=C1)P(C1=CC=CC=C1)C1=CC=CC=C1 (triphenylphosphine). Run in C(C)N(CC)CC (triethylamine). Product: O1C(CCCC1)OCCCCCCOC1=CC=C(C=C1)C#CC=1C=C2C=CC(=CC2=CC1)OCCCCCCO (6-[6-[4-[6-(tetra-hydropyran-2-yloxy)hexyloxy]phenylethyny]naphthalen-2-yloxy]hexan-1-ol). The yield is 51.5%. Reaction SMILES: Br[C:2]1[CH:3]=[C:4]2[C:9](=[CH:10][CH:11]=1)[CH:8]=[C:7]([O:12][CH2:13][CH2:14][CH2:15][CH2:16][CH2:17][CH2:18][OH:19])[CH:6]=[CH:5]2.[O:20]1[CH2:25][CH2:24][CH2:23][CH2:22][CH:21]1[O:26][CH2:27][CH2:28][CH2:29][CH2:30][CH2:31][CH2:32][O:33][C:34]1[CH:39]=[CH:38][C:37]([C:40]#[CH:41])=[CH:36][CH:35]=1>C(N(CC)CC)C.[Cu]I.Cl[Pd](Cl)([P](C1C=CC=CC=1)(C1C=CC=CC=1)C1C=CC=CC=1)[P](C1C=CC=CC=1)(C1C=CC=CC=1)C1C=CC=CC=1.C1(P(C2C=CC=CC=2)C2C=CC=CC=2)C=CC=CC=1>[O:20]1[CH2:25][CH2:24][CH2:23][CH2:22][CH:21]1[O:26][CH2:27][CH2:28][CH2:29][CH2:30][CH2:31][CH2:32][O:33][C:34]1[CH:35]=[CH:36][C:37]([C:40]#[C:41][C:2]2[CH:3]=[C:4]3[C:9](=[CH:10][CH:11]=2)[CH:8]=[C:7]([O:12][CH2:13][CH2:14][CH2:15][CH2:16][CH2:17][CH2:18][OH:19])[CH:6]=[CH:5]3)=[CH:38][CH:39]=1 |^1:53,72|. Reported procedure: A degassed mixture of pure 6-(6-bromonaphthalen-2-yloxy)hexan-1-ol (5.88 g), 4-[6-(tetrahydropyran-2-yloxy)hexyloxy]phenyl acetylene (6.05 g), triphenylphosphine (0.21 g), copper(I) iodide (0.04 g) and bis(triphenylphosphine)palladium dichloride (0.14 g) in 60 ml of triethylamine was refluxed for 2 hours under an atmosphere of argon. The reaction mixture was cooled and filtered though celite to give a yellowish solution which was then evaporated to dryness to give a yellow residue, which was pur... The reactants are C(CCCCCCC)O (n-octanol), solution, C[O-].[Li+] (lithium methoxide), C(C)OP(OCC)[O-] (diethylphosphite), mixture, [OH-].[Na+] (sodium hydroxide), Cl (hydrochloric acid), C(CCCCCCC)OP(OCCCCCCCC)[O-] (dioctylphosphite), C(C)P([O-])([O-])([O-])CCCCCCCC (ethyloctylphosphite), P(OCCCCCCCC)(OCCCCCCCC)[O-] (dioctyl phosphite), C(C)P([O-])([O-])([O-])CCCCCCCC (ethyloctylphosphite). Solvent: CO (methanol), O (water). Product: C(CCCCCCC)P(O)(O)O (n-octyl phosphorous acid). RXN SMILES: C(O)CCCCCCC.C[O-].[Li+].C(OP([O-])OCC)C.C([P:23]([CH2:27][CH2:28][CH2:29][CH2:30][CH2:31][CH2:32][CH2:33][CH3:34])([O-:26])([O-:25])[O-:24])C.C(OP([O-])OCCCCCCCC)CCCCCCC.[OH-].[Na+].Cl>CO.O>[CH2:27]([PH:23]([OH:26])([OH:24])[OH:25])[CH2:28][CH2:29][CH2:30][CH2:31][CH2:32][CH2:33][CH3:34] |f:1.2,6.7|. Procedure: 50 g (0.38 mol) of n-octanol was premixed with 3.5 mL of a 2.2M solution of lithium methoxide in methanol. The mixture was rapidly added at room temperature to 53 g (0.38 mol) diethylphosphite. The colour of the solution changed from colourless to yellow. The resultant mixture was then distilled under vacuum of 1.00 mBar. At 23° C. ethanol was removed. At 43-48° C., unreacted diethyl phosphite was distilled, with the remaining 65 g comprising a 1.6:1 mole mixture of ethyloctylphosphite and dioct...